This data is from the Open Reaction Database (ORD), a public repository of structured organic reaction records. The task is: describe an organic reaction: reactants, conditions, products, and yield Reactants: Cc1c(F)ccc([N+](=O)[O-])c1NC(=O)CCl, [Na+], C1CCOC1, [OH-], O. The product is Cc1c(F)ccc([N+](=O)[O-])c1N. RXN SMILES: [Cl:1][CH2:2][C:3](=[O:4])[NH:5][c:6]1[c:7]([CH3:16])[c:8]([F:15])[cH:9][cH:10][c:11]1[N+:12](=[O:13])[O-:14].[Na+:18].[O:19]1[CH2:20][CH2:21][CH2:22][CH2:23]1.[OH-:17].[OH2:24]>>[NH2:5][c:6]1[c:7]([CH3:16])[c:8]([F:15])[cH:9][cH:10][c:11]1[N+:12](=[O:13])[O-:14]. Reactants: Cc1cc(Cl)nc(C)c1C(=O)O, CCN=C=NCCCN(C)C, CCN(C(C)C)C(C)C, COCCOc1ccc(N(Cc2cnccc2C)C2CCN(C(C)CCN)CC2)cc1, CN(C)C=O, On1nnc2ccccc21. Yields the product COCCOc1ccc(N(Cc2cnccc2C)C2CCN(C(C)CCNC(=O)c3c(C)cc(Cl)nc3C)CC2)cc1. As a reaction SMILES: [CH3:32][c:33]1[c:34]([C:35](=[O:36])[OH:37])[c:38]([CH3:43])[cH:39][c:40]([Cl:42])[n:41]1.[CH3:63][CH2:64][N:65]=[C:66]=[N:67][CH2:68][CH2:69][CH2:70][N:71]([CH3:72])[CH3:73].[CH:44]([N:45]([CH2:46][CH3:47])[CH:48]([CH3:49])[CH3:50])([CH3:51])[CH3:52].[NH2:1][CH2:2][CH2:3][CH:4]([CH3:5])[N:6]1[CH2:7][CH2:8][CH:9]([N:12]([CH2:13][c:14]2[cH:15][n:16][cH:17][cH:18][c:19]2[CH3:20])[c:21]2[cH:22][cH:23][c:24]([O:27][CH2:28][CH2:29][O:30][CH3:31])[cH:25][cH:26]2)[CH2:10][CH2:11]1.[O:74]=[CH:75][N:76]([CH3:77])[CH3:78].[OH:53][n:54]1[c:55]2[c:56]([cH:57][cH:58][cH:59][cH:60]2)[n:61][n:62]1>>[NH:1]([CH2:2][CH2:3][CH:4]([CH3:5])[N:6]1[CH2:7][CH2:8][CH:9]([N:12]([CH2:13][c:14]2[cH:15][n:16][cH:17][cH:18][c:19]2[CH3:20])[c:21]2[cH:22][cH:23][c:24]([O:27][CH2:28][CH2:29][O:30][CH3:31])[cH:25][cH:26]2)[CH2:10][CH2:11]1)[C:35]([c:34]1[c:33]([CH3:32])[n:41][c:40]([Cl:42])[cH:39][c:38]1[CH3:43])=[O:36]. Reactants: Clc1ccc2c(c1)CCc1ccccc1C2=CBr, CS(=O)(=O)Nc1cccc(B(O)O)c1. The product is CS(=O)(=O)Nc1cccc(C=C2c3ccccc3CCc3cc(Cl)ccc32)c1. RXN SMILES: [Br:1][CH:2]=[C:3]1[c:4]2[c:5]([cH:15][cH:16][cH:17][cH:18]2)[CH2:6][CH2:7][c:8]2[c:9]1[cH:10][cH:11][c:12]([Cl:14])[cH:13]2.[CH3:19][S:20](=[O:21])(=[O:22])[NH:23][c:24]1[cH:25][c:26]([B:30]([OH:31])[OH:32])[cH:27][cH:28][cH:29]1>>[CH:2](=[C:3]1[c:4]2[c:5]([cH:15][cH:16][cH:17][cH:18]2)[CH2:6][CH2:7][c:8]2[c:9]1[cH:10][cH:11][c:12]([Cl:14])[cH:13]2)[c:26]1[cH:25][c:24]([NH:23][S:20]([CH3:19])(=[O:21])=[O:22])[cH:29][cH:28][cH:27]1.